From a dataset of the Open Reaction Database (ORD), a public repository of structured organic reaction records. describe an organic reaction: reactants, conditions, products, and yield Reactants: Cl (HCl), [Li+].[OH-] (LiOH), O (water), C(#N)CCN(CC(=O)OCC)C1=NC(=NC(=C1)C)N1C=NC=C1 (2-[(2-cyanoethyl)[2-(1H-imidazol-1-yl)-6-methyl-4-pyrimidinyl]amino]acetic acid, ethyl ester). The solvent is C1CCOC1 (THF). Conditions: time 18 hour. The product is C(#N)CCN(CC(=O)O)C1=NC(=NC(=C1)C)N1C=NC=C1 (2-[(2-cyanoethyl)[2-(1H-imidazol-1-yl)-6-methyl-4-pyrimidinyl]amino]acetic acid). The yield is 76.9%. Reaction SMILES: [C:1]([CH2:3][CH2:4][N:5]([C:12]1[CH:17]=[C:16]([CH3:18])[N:15]=[C:14]([N:19]2[CH:23]=[CH:22][N:21]=[CH:20]2)[N:13]=1)[CH2:6][C:7]([O:9]CC)=[O:8])#[N:2].[Li+].[OH-].O.Cl>C1COCC1>[C:1]([CH2:3][CH2:4][N:5]([C:12]1[CH:17]=[C:16]([CH3:18])[N:15]=[C:14]([N:19]2[CH:23]=[CH:22][N:21]=[CH:20]2)[N:13]=1)[CH2:6][C:7]([OH:9])=[O:8])#[N:2] |f:1.2|. Reported procedure: To 2-[(2-cyanoethyl)[2-(1H-imidazol-1-yl)-6-methyl-4-pyrimidinyl]amino]acetic acid, ethyl ester (4.51 g, 14.4 mmol) dissolved in THF (250 mL) was added LiOH (0.91 g, 21.7 mmol) and water (30 mL). After stirring for 18 hours, most of the solvent was removed in vacuo and 1 N HCl (21.7 mL, 21.7 mmol) was added. The solid that formed was suction filtered and collected on paper to give 3.17 g of 2-[(2-cyanoethyl)[2-(1H-imidazol-1-yl)-6-methyl-4-pyrimidinyl]amino]acetic acid (a compound of formula (Yc... Reactants: O (Water), ClC1=C(C(=NC=C1F)NC(C(C)(C)C)=O)C#CC1CCN(CC1)C(=O)OC(C)(C)C (tert-butyl 4-((4-chloro-5-fluoro-2-pivalamidopyridin-3-yl)ethynyl)piperidine-1-carboxylate), C1COCCOCCOCCOCCOCCO1 (18-crown-6), CC(C)(C)[O-].[K+] (potassium 2-methylpropan-2-olate). Run in C(C)(C)(C)O (t-butanol). Product: ClC1=C2C(=NC=C1F)NC(=C2)C2CCN(CC2)C(=O)OC(C)(C)C (tert-butyl 4-(4-chloro-5-fluoro-1H-pyrrolo[2,3-b]pyridin-2-yl)piperidine-1-carboxylate). RXN SMILES: [Cl:1][C:2]1[C:7]([F:8])=[CH:6][N:5]=[C:4]([NH:9]C(=O)C(C)(C)C)[C:3]=1[C:16]#[C:17][CH:18]1[CH2:23][CH2:22][N:21]([C:24]([O:26][C:27]([CH3:30])([CH3:29])[CH3:28])=[O:25])[CH2:20][CH2:19]1.C1OCCOCCOCCOCCOCCOC1.CC([O-])(C)C.[K+].O>C(O)(C)(C)C>[Cl:1][C:2]1[C:7]([F:8])=[CH:6][N:5]=[C:4]2[NH:9][C:17]([CH:18]3[CH2:23][CH2:22][N:21]([C:24]([O:26][C:27]([CH3:30])([CH3:29])[CH3:28])=[O:25])[CH2:20][CH2:19]3)=[CH:16][C:3]=12 |f:2.3|. Procedure details: A mixture of Example 255A (1000 mg, 2.283 mmol), 18-crown-6 (302 mg, 1.142 mmol), and potassium 2-methylpropan-2-olate (512 mg, 4.57 mmol) in 15 mL t-butanol was heated under microwave (Biotage) conditions at 135° C. for 35 minutes. Water was added and the mixture was extracted with dichloromethane. The organic phase was washed with water and brine, dried over sodium sulfate, filtered and concentrated. The residue was triturated with diethyl ether and filtered to afford the title compound. MS (E...